From a dataset of the Open Reaction Database (ORD), a public repository of structured organic reaction records. describe an organic reaction: reactants, conditions, products, and yield The reactants are aqueous solution, [OH-].[Na+] (sodium hydroxide), C1=C(C=CC=2CCCCC12)OCCOC1=CC=C(CC(C(=O)OC)C(=O)OC)C=C1 (dimethyl 4-[2-(5,6,7,8-tetrahydro-2-naphthoxy)ethoxy]benzylmalonate). Run in CO (methanol), O1CCCC1 (tetrahydrofuran). Conditions: time 2 hour. The product is C1=C(C=CC=2CCCCC12)OCCOC1=CC=C(CC(C(=O)O)C(=O)O)C=C1 (2-[4-[2-(5,6,7,8-tetrahydro-2-naphthoxy)ethoxy]benzyl]malonic acid). The yield is 94.8%. As a reaction SMILES: [CH:1]1[C:10]2[CH2:9][CH2:8][CH2:7][CH2:6][C:5]=2[CH:4]=[CH:3][C:2]=1[O:11][CH2:12][CH2:13][O:14][C:15]1[CH:30]=[CH:29][C:18]([CH2:19][CH:20]([C:25]([O:27]C)=[O:26])[C:21]([O:23]C)=[O:22])=[CH:17][CH:16]=1.[OH-].[Na+]>CO.O1CCCC1>[CH:1]1[C:10]2[CH2:9][CH2:8][CH2:7][CH2:6][C:5]=2[CH:4]=[CH:3][C:2]=1[O:11][CH2:12][CH2:13][O:14][C:15]1[CH:30]=[CH:29][C:18]([CH2:19][CH:20]([C:25]([OH:27])=[O:26])[C:21]([OH:23])=[O:22])=[CH:17][CH:16]=1 |f:1.2|. Procedure details: To a solution of dimethyl 4-[2-(5,6,7,8-tetrahydro-2-naphthoxy)ethoxy]benzylmalonate (1.28 g, 3.21 mmol) in a mixture of methanol (12.9 ml) and tetrahydrofuran (6.4 ml) is added a 2 mol/L aqueous solution of sodium hydroxide (8.01 ml, 16.03 mmol). The mixture is stirred for 2 hours at room temperature, and then the solvent was removed under a vacuum. The residue is dissolved in water and washed with ethyl acetate (10 ml). The aqueous solution is acidified to pH 2–3 with dilute hydrochloric acid ...